From a dataset of the Open Reaction Database (ORD), a public repository of structured organic reaction records. describe an organic reaction: reactants, conditions, products, and yield Conditions: time 2 hour. Procedure: Slowly add 2-phenylethyl bromide (2.6 g) to a slurry of Mg (0.37 g) in THF (50 mL) and heat at reflux for 4 h. Cool the solution to ambient temperature and add to a solution of ethyl 4-oxo-cyclo-hexanecarboxylate (2.4 g) in THF (50 mL). After 2 h, pour the reaction mixture into a half-saturated solution of NH4Cl and extract with EtOAc. Partially purify the product on a silica gel column, eluting with EtOAc. Dissolve the product in toluene (100 mL), treat with p-TsOH and heat at reflux overnight ... Starting materials: O=C1CCC(CC1)C(=O)OCC (ethyl 4-oxo-cyclo-hexanecarboxylate), [NH4+].[Cl-] (NH4Cl), C1(=CC=CC=C1)CCBr (2-phenylethyl bromide), Mg. Yields the product C1(=CC=CC=C1)CCC1=CCC(CC1)C(=O)OCC (ethyl 4-(2-phenylethyl)-cyclohex-3-enecarboxylate), C1(=CC=CC=C1)CCC12OC(C(CC1)CC2)=O (1-(2-phenyl-ethyl)-2-oxabicyclo[2.2.2]octan-3-one). Solvent: C1CCOC1 (THF), C1CCOC1 (THF). Reaction SMILES: [C:1]1([CH2:7][CH2:8]Br)[CH:6]=[CH:5][CH:4]=[CH:3][CH:2]=1.O=[C:11]1[CH2:16][CH2:15][CH:14]([C:17]([O:19][CH2:20][CH3:21])=[O:18])[CH2:13][CH2:12]1.[NH4+].[Cl-]>C1COCC1>[C:1]1([CH2:7][CH2:8][C:11]2[CH2:16][CH2:15][CH:14]([C:17]([O:19][CH2:20][CH3:21])=[O:18])[CH2:13][CH:12]=2)[CH:6]=[CH:5][CH:4]=[CH:3][CH:2]=1.[C:1]1([CH2:7][CH2:8][C:11]23[CH2:12][CH2:13][CH:14]([CH2:15][CH2:16]2)[C:17](=[O:18])[O:19]3)[CH:6]=[CH:5][CH:4]=[CH:3][CH:2]=1 |f:2.3|. Starting materials: IC1=C(C(=O)O)C=CC=C1C (2-iodo-3-methylbenzoic acid), NC[C@H]1N(CCC[C@H]1C)C(=O)C1=C(C(=CC=C1)C)C1=NC=CC=N1 (((2S,3R)-2-(aminomethyl)-3-methylpiperidin-1-yl)(3-methyl-2-(pyrimidin-2-yl)phenyl)methanone), FC1=NC=C(C=C1)C(F)(F)F (2-fluoro-5-(trifluoromethyl)pyridine). Product: C[C@H]1[C@H](N(CCC1)C(=O)C1=C(C(=CC=C1)C)C1=NC=CC=N1)CNC1=NC=C(C=C1)C(F)(F)F (((2S,3R)-3-Methyl-2-(((5-(trifluoromethyl)pyridin-2-yl)amino)methyl)piperidin-1-yl)(3-methyl-2-(pyrimidin-2-yl)phenyl)methanone). As a reaction SMILES: IC1C(C)=CC=CC=1C(O)=O.[NH2:12][CH2:13][C@@H:14]1[C@H:19]([CH3:20])[CH2:18][CH2:17][CH2:16][N:15]1[C:21]([C:23]1[CH:28]=[CH:27][CH:26]=[C:25]([CH3:29])[C:24]=1[C:30]1[N:35]=[CH:34][CH:33]=[CH:32][N:31]=1)=[O:22].F[C:37]1[CH:42]=[CH:41][C:40]([C:43]([F:46])([F:45])[F:44])=[CH:39][N:38]=1>>[CH3:20][C@@H:19]1[CH2:18][CH2:17][CH2:16][N:15]([C:21]([C:23]2[CH:28]=[CH:27][CH:26]=[C:25]([CH3:29])[C:24]=2[C:30]2[N:31]=[CH:32][CH:33]=[CH:34][N:35]=2)=[O:22])[C@@H:14]1[CH2:13][NH:12][C:37]1[CH:42]=[CH:41][C:40]([C:43]([F:46])([F:45])[F:44])=[CH:39][N:38]=1. Procedure details: The title compound was prepared following the same general protocol as described for Example A230 using 2-iodo-3-methylbenzoic acid to make ((2S,3R)-2-(aminomethyl)-3-methylpiperidin-1-yl)(3-methyl-2-(pyrimidin-2-yl)phenyl)methanone and 2-fluoro-5-(trifluoromethyl)pyridine. ESI-MS (m/z): 470 [M+1]+.